Dataset: the Open Reaction Database (ORD), a public repository of structured organic reaction records. Task: describe an organic reaction: reactants, conditions, products, and yield Reactants: NC1CN(CC1)CC1=CC=CC=C1 (3-amino-1-benzylpyrrolidine), C(C)OC(=O)N1C(C=2C(C1=O)=CC=CC2)=O (N-ethoxycarbonylphthalimide). The solvent is ClC (chloromethane). Run at time 10 hour. The product is C(C1=CC=CC=C1)N1CC(CC1)N1C(C=2C(C1=O)=CC=CC2)=O (N-(1-benzylpyrrolidin-3-yl)phthalimide). The yield is 73.3%. As a reaction SMILES: [NH2:1][CH:2]1[CH2:6][CH2:5][N:4]([CH2:7][C:8]2[CH:13]=[CH:12][CH:11]=[CH:10][CH:9]=2)[CH2:3]1.C(OC(N1[C:23](=[O:24])[C:22]2=[CH:25][CH:26]=[CH:27][CH:28]=[C:21]2[C:20]1=[O:29])=O)C>ClC>[CH2:7]([N:4]1[CH2:5][CH2:6][CH:2]([N:1]2[C:23](=[O:24])[C:22]3=[CH:25][CH:26]=[CH:27][CH:28]=[C:21]3[C:20]2=[O:29])[CH2:3]1)[C:8]1[CH:13]=[CH:12][CH:11]=[CH:10][CH:9]=1. Reported procedure: 10.0 g of 3-amino-1-benzylpyrrolidine was dissolved into 10 ml of chloromethane, to which 12.4 g of N-ethoxycarbonylphthalimide was added and stirred at a room temperature for 10 hours. The solvent was distilled off, diethyl ether was added and insoluble matters were filtered out. The filtrate was concentrated and purified on silica gel column chromatography, to obtain 12.70 g of the above-captioned compound (yield: 73%) Starting materials: S1C(=NC=C1)C(C)=O (1-Thiazol-2-yl-ethanone), C(OC)(OC)OC (trimethyl orthoformate), C1(=CC=C(C=C1)S(=O)(=O)O)C (p-toluenesulfonic acid). Solvent: CO (methanol). Reaction conditions: temperature 50 celsius. Product: COC(C)(OC)C=1SC=CN1 (2-(1,1-Dimethoxy-ethyl)-thiazole). As a reaction SMILES: [S:1]1[CH:5]=[CH:4][N:3]=[C:2]1[C:6](=[O:8])[CH3:7].[CH:9](OC)(OC)[O:10]C.[C:16]1(C)C=CC(S(O)(=O)=O)=CC=1>CO>[CH3:16][O:8][C:6]([C:2]1[S:1][CH:5]=[CH:4][N:3]=1)([O:10][CH3:9])[CH3:7]. Procedure details: To a solution of 1-Thiazol-2-yl-ethanone (7 g) in dry methanol (100 ml) was added trimethyl orthoformate (35 ml) and p-toluenesulfonic acid (10 g) and the resulting mixture was heated at 50° C. for 12 hours. The mixture was cooled to ambient and concentrated, partitioned between saturated sodium bicarbonate and diethyl ether (100 ml). The organic phase was removed and washed with saturated sodium bicarbonate and brine, dried (magnesium sulfate), filtered and concentrated to afford the sub-title ... The reactants are N1CC(C1)N1CCC(=CC1)C1=COC2=C1C=NC(=C2O[C@H](C)C2=C(C(=CC=C2Cl)F)Cl)N (3-(1-Azetidin-3-yl-1,2,3,6-tetrahydropyridin-4-yl)-7-[(R)-1-(2,6-dichloro-3-fluoro-phenyl)ethoxy]furo[3,2-c]pyridin-6-ylamine), C[Si](C)(C)N=C=O (trimethylsilyl isocyanate), CN(C)C=O (DMF), CCN(C(C)C)C(C)C (DIPEA), N (NH3). The solvent is CO (methanol). Run at time 1 hour. Yields the product NC1=C(C2=C(C=N1)C(=CO2)C=2CCN(CC2)C2CN(C2)C(=O)N)O[C@H](C)C2=C(C(=CC=C2Cl)F)Cl (3-(4-{6-Amino-7-[(R)-1-(2,6-dichloro-3-fluorophenyl)ethoxy]furo[3,2-c]pyridin-3-yl}-3,6-dihydro-2H-pyridin-1-yl)azetidine-1-carboxamide). Reaction SMILES: [NH:1]1[CH2:4][CH:3]([N:5]2[CH2:10][CH:9]=[C:8]([C:11]3[C:15]4[CH:16]=[N:17][C:18]([NH2:32])=[C:19]([O:20][C@@H:21]([C:23]5[C:28]([Cl:29])=[CH:27][CH:26]=[C:25]([F:30])[C:24]=5[Cl:31])[CH3:22])[C:14]=4[O:13][CH:12]=3)[CH2:7][CH2:6]2)[CH2:2]1.C[Si]([N:37]=[C:38]=[O:39])(C)C.CN(C=O)C.CCN(C(C)C)C(C)C.N>CO>[NH2:32][C:18]1[N:17]=[CH:16][C:15]2[C:11]([C:8]3[CH2:7][CH2:6][N:5]([CH:3]4[CH2:2][N:1]([C:38]([NH2:37])=[O:39])[CH2:4]4)[CH2:10][CH:9]=3)=[CH:12][O:13][C:14]=2[C:19]=1[O:20][C@@H:21]([C:23]1[C:28]([Cl:29])=[CH:27][CH:26]=[C:25]([F:30])[C:24]=1[Cl:31])[CH3:22]. Reported procedure: 3-(1-Azetidin-3-yl-1,2,3,6-tetrahydropyridin-4-yl)-7-[(R)-1-(2,6-dichloro-3-fluoro-phenyl)ethoxy]furo[3,2-c]pyridin-6-ylamine (10.0 mg, 0.0209 mmol), trimethylsilyl isocyanate (4.25 μL, 0.0314 mmol), DMF (1.0 mL, 13 mmol) and DIPEA (7.30 μL, 0.0419 mmol) were mixed together and stirred at room temperature for 1 hour. The crude was passed through SCX-2 SPE and the product was release by 2 M NH3 in methanol for MDP purification. MS (ES+): m/z 555.05/557.04 (100/76) [MH+]. HPLC: tR=0.55 min (HPLC-A... The reactants are C1CCOC1, COC(=O)C1CCC(OCC2CCCN2C(=O)Cc2ccc3nc(Nc4ccccc4C)oc3c2)CC1, CO, [Na+], [OH-]. Product: Cc1ccccc1Nc1nc2ccc(CC(=O)N3CCCC3COC3CCC(C(=O)O)CC3)cc2o1. Reaction SMILES: [CH2:40]1[O:41][CH2:42][CH2:43][CH2:44]1.[CH3:1][c:2]1[c:3]([NH:8][c:9]2[o:10][c:11]3[c:12]([n:13]2)[cH:14][cH:15][c:16]([CH2:18][C:19](=[O:20])[N:21]2[CH:22]([CH2:26][O:27][CH:28]4[CH2:29][CH2:30][CH:31]([C:34](=[O:35])[O:36][CH3:37])[CH2:32][CH2:33]4)[CH2:23][CH2:24][CH2:25]2)[cH:17]3)[cH:4][cH:5][cH:6][cH:7]1.[CH3:45][OH:46].[Na+:39].[OH-:38]>>[CH3:1][c:2]1[c:3]([NH:8][c:9]2[o:10][c:11]3[c:12]([n:13]2)[cH:14][cH:15][c:16]([CH2:18][C:19](=[O:20])[N:21]2[CH:22]([CH2:26][O:27][CH:28]4[CH2:29][CH2:30][CH:31]([C:34](=[O:35])[OH:36])[CH2:32][CH2:33]4)[CH2:23][CH2:24][CH2:25]2)[cH:17]3)[cH:4][cH:5][cH:6][cH:7]1. Starting materials: CC(=O)c1cc(Br)c2c(c1)CCC2, COCCOC, [O-]Cl, [Na+], [Na+], [Na+], [Na+], [OH-], O, O=S([O-])S(=O)(=O)[O-]. Product: O=C(O)c1cc(Br)c2c(c1)CCC2. RXN SMILES: [Br:1][c:2]1[cH:3][c:4]([C:11]([CH3:12])=[O:13])[cH:5][c:6]2[c:10]1[CH2:9][CH2:8][CH2:7]2.[CH2:28]([CH2:29][O:30][CH3:31])[O:32][CH3:33].[Cl:14][O-:15].[Na+:16].[Na+:18].[Na+:26].[Na+:27].[OH-:17].[OH2:34].[S:19](=[O:20])([S:21]([O-:22])=[O:23])([O-:24])=[O:25]>>[Br:1][c:2]1[cH:3][c:4]([C:11]([OH:13])=[O:20])[cH:5][c:6]2[c:10]1[CH2:9][CH2:8][CH2:7]2. Starting materials: Cl (hydrogen chloride), FC1=C(C=C(C=C1)C1=NC=CC(=C1)OC)NC(=S)N (N-(2-fluoro-5-(4-methoxypyridin-2-yl)phenyl)-thiourea), C(C)(=O)OCC (Ethyl acetate). The solvent is O1CCOCC1 (1,4-dioxane), ICC (iodoethane), CN(C=O)C (N,N-dimethylformamide). Reaction conditions: temperature 80 celsius, time 3 hour. Yields the product Cl.Cl.FC1=C(C=C(C=C1)C1=NC=CC(=C1)OC)NC(SCC)=N (N-(2-fluoro-5-(4-methoxypyridin-2-yl)phenyl)-S-ethylisothiourea dihydrochloride). RXN SMILES: [F:1][C:2]1[CH:7]=[CH:6][C:5]([C:8]2[CH:13]=[C:12]([O:14][CH3:15])[CH:11]=[CH:10][N:9]=2)=[CH:4][C:3]=1[NH:16][C:17]([NH2:19])=[S:18].[ClH:20].[C:21](OCC)(=O)[CH3:22]>CN(C)C=O.O1CCOCC1.ICC>[ClH:20].[ClH:20].[F:1][C:2]1[CH:7]=[CH:6][C:5]([C:8]2[CH:13]=[C:12]([O:14][CH3:15])[CH:11]=[CH:10][N:9]=2)=[CH:4][C:3]=1[NH:16][C:17](=[NH:19])[S:18][CH2:21][CH3:22] |f:6.7.8|. Reported procedure: To a suspension of N-(2-fluoro-5-(4-methoxypyridin-2-yl)phenyl)-thiourea (0.1 g) in N,N-dimethylformamide (2 ml) were added a solution of hydrogen chloride in 1,4-dioxane (4N, 0.181 ml) and iodoethane (0.144 ml), and the mixture was stirred at 80° C. for 3 hours. Ethyl acetate (100 ml) was added to the mixture, and the mixture was cooled. The precipitate was collected by filtration. The precipitate was dissolved in water, and to the solution was added a saturated aqueous sodium hydrogencarbonate...